This data is from the Open Reaction Database (ORD), a public repository of structured organic reaction records. The task is: describe an organic reaction: reactants, conditions, products, and yield Starting materials: CCOC(=O)CS, COC(=O)C1=C(C)N(C)C(C)=C(C(=O)OC)C1c1cc([N+](=O)[O-])ccc1Cl, [Na]. Yields the product CCOC(=O)CSc1ccc([N+](=O)[O-])cc1C1C(C(=O)OC)=C(C)N(C)C(C)=C1C(=O)OC. Reaction SMILES: [CH2:29]([CH3:30])[O:31][C:32]([CH2:33][SH:34])=[O:35].[CH3:1][O:2][C:3](=[O:4])[C:5]1=[C:6]([CH3:27])[N:7]([CH3:26])[C:8]([CH3:25])=[C:9]([C:21](=[O:22])[O:23][CH3:24])[CH:10]1[c:11]1[c:12]([Cl:20])[cH:13][cH:14][c:15]([N+:17](=[O:18])[O-:19])[cH:16]1.[Na:28]>>[CH3:1][O:2][C:3](=[O:4])[C:5]1=[C:6]([CH3:27])[N:7]([CH3:26])[C:8]([CH3:25])=[C:9]([C:21](=[O:22])[O:23][CH3:24])[CH:10]1[c:11]1[c:12]([S:34][CH2:33][C:32]([O:31][CH2:29][CH3:30])=[O:35])[cH:13][cH:14][c:15]([N+:17](=[O:18])[O-:19])[cH:16]1. Starting materials: C(C)(C)(C)OC(=O)N[C@@H]1CN(CC1)C1=C(C=C2C(C(=CN(C2=N1)CC1=C(C=C(C=C1)OC)OC)C(=O)OCC)=O)F (ethyl 7-((3S)-3-((tert-butoxycarbonyl)amino)pyrrolidin-1-yl)-1-(2,4-dimethoxybenzyl)-6-fluoro-4-oxo-1,4-dihydro-1,8-naphthyridine-3-carboxylate), [Li+].[OH-] (LiOH). The solvent is C1CCOC1 (THF), C(CC(O)(C(=O)O)CC(=O)O)(=O)O (citric acid). The product is C(C)(C)(C)OC(=O)N[C@@H]1CN(CC1)C1=C(C=C2C(C(=CN(C2=N1)CC1=C(C=C(C=C1)OC)OC)C(=O)O)=O)F (7-((3S)-3-((tert-butoxycarbonyl)amino)pyrrolidin-1-yl)-1-(2,4-dimethoxybenzyl)-6-fluoro-4-oxo-1,4-dihydro-1,8-naphthyridine-3-carboxylic acid). RXN SMILES: [C:1]([O:5][C:6]([NH:8][C@H:9]1[CH2:13][CH2:12][N:11]([C:14]2[N:23]=[C:22]3[C:17]([C:18](=[O:40])[C:19]([C:35]([O:37]CC)=[O:36])=[CH:20][N:21]3[CH2:24][C:25]3[CH:30]=[CH:29][C:28]([O:31][CH3:32])=[CH:27][C:26]=3[O:33][CH3:34])=[CH:16][C:15]=2[F:41])[CH2:10]1)=[O:7])([CH3:4])([CH3:3])[CH3:2].[Li+].[OH-]>C1COCC1.C(O)(=O)CC(CC(O)=O)(C(O)=O)O>[C:1]([O:5][C:6]([NH:8][C@H:9]1[CH2:13][CH2:12][N:11]([C:14]2[N:23]=[C:22]3[C:17]([C:18](=[O:40])[C:19]([C:35]([OH:37])=[O:36])=[CH:20][N:21]3[CH2:24][C:25]3[CH:30]=[CH:29][C:28]([O:31][CH3:32])=[CH:27][C:26]=3[O:33][CH3:34])=[CH:16][C:15]=2[F:41])[CH2:10]1)=[O:7])([CH3:4])([CH3:2])[CH3:3] |f:1.2|. Reported procedure: A solution of Example 75A (678 mg) and 1M LiOH (4.75 mL) in THF (20 mL) was stirred for 18 hours, diluted with 10% citric acid, and extracted with dichloromethane. The extract was dried (Na2SO4), filtered, and concentrated. Reactants: ClCCCN1CCOCC1, Cl, [K+], [K+], O=C([O-])[O-], CN(C)C=O, CCOC(=O)c1ccccc1O. The product is CCOC(=O)c1ccccc1OCCCN1CCOCC1. As a reaction SMILES: [Cl:20][CH2:21][CH2:22][CH2:23][N:24]1[CH2:25][CH2:26][O:27][CH2:28][CH2:29]1.[ClH:19].[K+:13].[K+:14].[O-:15][C:16]([O-:17])=[O:18].[O:30]=[CH:31][N:32]([CH3:33])[CH3:34].[OH:1][c:2]1[c:3]([C:4](=[O:5])[O:6][CH2:7][CH3:8])[cH:9][cH:10][cH:11][cH:12]1>>[O:1]([c:2]1[c:3]([C:4](=[O:5])[O:6][CH2:7][CH3:8])[cH:9][cH:10][cH:11][cH:12]1)[CH2:21][CH2:22][CH2:23][N:24]1[CH2:25][CH2:26][O:27][CH2:28][CH2:29]1. Reactants: CC(C)c1nc(CCOC(N)=O)n(Cc2ccc([N+](=O)[O-])cc2)c1Sc1cc(Cl)cc(Cl)c1, CCOC(C)=O, [H][H]. Yields the product CC(C)c1nc(CCOC(N)=O)n(Cc2ccc(N)cc2)c1Sc1cc(Cl)cc(Cl)c1. Reaction SMILES: [C:1]([NH2:2])(=[O:3])[O:4][CH2:5][CH2:6][c:7]1[n:8]([CH2:24][c:25]2[cH:26][cH:27][c:28]([N+:31]([O-:32])=[O:33])[cH:29][cH:30]2)[c:9]([S:15][c:16]2[cH:17][c:18]([Cl:23])[cH:19][c:20]([Cl:22])[cH:21]2)[c:10]([CH:12]([CH3:13])[CH3:14])[n:11]1.[CH3:36][CH2:37][O:38][C:39](=[O:40])[CH3:41].[H:34][H:35]>>[C:1]([NH2:2])(=[O:3])[O:4][CH2:5][CH2:6][c:7]1[n:8]([CH2:24][c:25]2[cH:26][cH:27][c:28]([NH2:31])[cH:29][cH:30]2)[c:9]([S:15][c:16]2[cH:17][c:18]([Cl:23])[cH:19][c:20]([Cl:22])[cH:21]2)[c:10]([CH:12]([CH3:13])[CH3:14])[n:11]1. Reaction SMILES: [C:1]([O:9][CH2:10][CH3:11])(OCC)(OCC)[CH3:2].Cl.[NH2:13][C:14]1[CH:15]=[C:16]([CH:20]=[C:21]([OH:24])[C:22]=1[OH:23])[C:17]([OH:19])=[O:18].[CH3:25]CCCCC>>[CH3:25][O:18][C:17]([C:16]1[CH:20]=[C:21]([OH:24])[C:22]2[O:23][C:1]([CH3:2])=[N:13][C:14]=2[CH:15]=1)=[O:19].[O:9]1[C:10]2[CH:11]=[CH:20][CH:21]=[CH:22][C:14]=2[N:13]=[CH:1]1 |f:1.2,4.5|. Isolated yield 88.0%. Starting materials: C(C)(OCC)(OCC)OCC (triethyl orthoacetate), Cl.NC=1C=C(C(=O)O)C=C(C1O)O (3-amino-4,5-dihydroxybenzoate hydrochloride), CCCCCC (hexane). Yields the product COC(=O)C=1C=C(C2=C(N=C(O2)C)C1)O.O1C=NC2=C1C=CC=C2 (benzoxazole methyl 7-hydroxy-2-methyl-1,3-benzoxazole-5-carboxylate). Procedure details: To stirred triethyl orthoacetate (35.0 mL, 190 mmol), 3-amino-4,5-dihydroxybenzoate hydrochloride (6.00 g, 27.3 mmol) was added. The stirred suspension was refluxed for 20 minutes and cooled to room temperature. The reaction mixture was poured into hexane (200 mL). The formed precipitate was separated by filtration and vacuum-dried to afford benzoxazole methyl 7-hydroxy-2-methyl-1,3-benzoxazole-5-carboxylate (4.98 g, 24.04 mmol, 88% yield). 1H NMR (400 MHz, DMSO-d6): δ 10.74 (br. s, 1H), 7.66 (d...